From a dataset of the Open Reaction Database (ORD), a public repository of structured organic reaction records. describe an organic reaction: reactants, conditions, products, and yield The reactants are CN(C=CC(=O)C1=CC(=C(C=C1)OC)OC)C (3-dimethylamino-3',4'-dimethoxyacrylophenone), Cl.NC=1N=CNC1C(=O)N (4-amino-5-imidazolecarboxamide hydrochloride), C([O-])(O)=O.[Na+] (sodium bicarbonate). The solvent is C(C)(=O)O (acetic acid). Yields the product COC=1C=C(C=CC1OC)C1=CC=NC=2N1C=NC2C(=O)N (4-(3,4-Dimethoxyphenyl)imidazo[1,5-a]pyrimidine-8-carboxamide). The yield is 53.8%. RXN SMILES: C[N:2]([CH3:17])[CH:3]=[CH:4][C:5]([C:7]1[CH:12]=[CH:11][C:10]([O:13][CH3:14])=[C:9]([O:15][CH3:16])[CH:8]=1)=O.Cl.NC1[N:21]=[CH:22][NH:23][C:24]=1[C:25]([NH2:27])=[O:26].C(=O)(O)[O-].[Na+]>C(O)(=O)C>[CH3:16][O:15][C:9]1[CH:8]=[C:7]([C:5]2[N:21]3[CH:22]=[N:23][C:24]([C:25]([NH2:27])=[O:26])=[C:17]3[N:2]=[CH:3][CH:4]=2)[CH:12]=[CH:11][C:10]=1[O:13][CH3:14] |f:1.2,3.4|. Procedure details: A stirred mixture of 15.0 g of 3-dimethylamino-3',4'-dimethoxyacrylophenone (prepared as described in Example 6) and 8.0 g of 4-amino-5-imidazolecarboxamide hydrochloride in 150 ml of glacial acetic acid was heated at reflux for 24 hours. The solvent was evaporated in vacuo to give an oil. The oil solidified on standing at room temperature, and this was treated with 200 ml of saturated sodium bicarbonate solution and then it was filtered to collect the crystals. The material was treated by boili... Reactants: Br[Mg]c1ccccc1, C1CCOC1, O=C(c1ccc2c(cnn2-c2ccccc2)c1)C(F)(F)F. Product: OC(c1ccccc1)(c1ccc2c(cnn2-c2ccccc2)c1)C(F)(F)F. As a reaction SMILES: [Br:22][Mg:23][c:24]1[cH:25][cH:26][cH:27][cH:28][cH:29]1.[CH2:30]1[O:31][CH2:32][CH2:33][CH2:34]1.[F:1][C:2]([C:3](=[O:4])[c:5]1[cH:6][c:7]2[cH:8][n:9][n:10](-[c:14]3[cH:15][cH:16][cH:17][cH:18][cH:19]3)[c:11]2[cH:12][cH:13]1)([F:20])[F:21]>>[F:1][C:2]([C:3]([OH:4])([c:5]1[cH:6][c:7]2[cH:8][n:9][n:10](-[c:14]3[cH:15][cH:16][cH:17][cH:18][cH:19]3)[c:11]2[cH:12][cH:13]1)[c:24]1[cH:25][cH:26][cH:27][cH:28][cH:29]1)([F:20])[F:21].